This data is from the Open Reaction Database (ORD), a public repository of structured organic reaction records. The task is: describe an organic reaction: reactants, conditions, products, and yield Starting materials: CC(O)(c1ccc(Br)cc1)C(F)(F)F, c1ccc(CC2CN(Cc3ccccc3)CCN2)cc1, CC(C)(C)[O-], Cc1ccccc1, CC(C)Oc1cccc(OC(C)C)c1-c1ccccc1P(C1CCCCC1)C1CCCCC1, [Na+], O=C(C=Cc1ccccc1)C=Cc1ccccc1, O=C(C=Cc1ccccc1)C=Cc1ccccc1, O=C(C=Cc1ccccc1)C=Cc1ccccc1, [Pd], [Pd]. Yields the product CC(O)(c1ccc(N2CCN(Cc3ccccc3)CC2Cc2ccccc2)cc1)C(F)(F)F. As a reaction SMILES: [Br:21][c:22]1[cH:23][cH:24][c:25]([C:28]([C:29]([F:30])([F:31])[F:32])([CH3:33])[OH:34])[cH:26][cH:27]1.[CH2:1]([c:2]1[cH:3][cH:4][cH:5][cH:6][cH:7]1)[N:8]1[CH2:9][CH:10]([CH2:14][c:15]2[cH:16][cH:17][cH:18][cH:19][cH:20]2)[NH:11][CH2:12][CH2:13]1.[CH3:68][C:69]([CH3:70])([O-:71])[CH3:72].[CH3:74][c:75]1[cH:76][cH:77][cH:78][cH:79][cH:80]1.[CH:35]1([P:36]([CH:37]2[CH2:38][CH2:39][CH2:40][CH2:41][CH2:42]2)[c:43]2[cH:44][cH:45][cH:46][cH:47][c:48]2-[c:49]2[c:50]([O:51][CH:52]([CH3:53])[CH3:54])[cH:55][cH:56][cH:57][c:58]2[O:59][CH:60]([CH3:61])[CH3:62])[CH2:63][CH2:64][CH2:65][CH2:66][CH2:67]1.[Na+:73].[O:101]=[C:102]([CH:103]=[CH:104][c:105]1[cH:106][cH:107][cH:108][cH:109][cH:110]1)[CH:111]=[CH:112][c:113]1[cH:114][cH:115][cH:116][cH:117][cH:118]1.[O:119]=[C:120]([CH:121]=[CH:122][c:123]1[cH:124][cH:125][cH:126][cH:127][cH:128]1)[CH:129]=[CH:130][c:131]1[cH:132][cH:133][cH:134][cH:135][cH:136]1.[O:83]=[C:84]([CH:85]=[CH:86][c:87]1[cH:88][cH:89][cH:90][cH:91][cH:92]1)[CH:93]=[CH:94][c:95]1[cH:96][cH:97][cH:98][cH:99][cH:100]1.[Pd:81].[Pd:82]>>[CH2:1]([c:2]1[cH:3][cH:4][cH:5][cH:6][cH:7]1)[N:8]1[CH2:9][CH:10]([CH2:14][c:15]2[cH:16][cH:17][cH:18][cH:19][cH:20]2)[N:11]([c:22]2[cH:23][cH:24][c:25]([C:28]([C:29]([F:30])([F:31])[F:32])([CH3:33])[OH:34])[cH:26][cH:27]2)[CH2:12][CH2:13]1. The reactants are ClC=1C=C(C=CC1)[C@H]1C[C@](C(N([C@@H]1C1=CC=C(C=C1)Cl)C(CC)CC)=O)(C)CC(CC(=O)OCC)=O (Ethyl 4-((3R,5R,6S)-5-(3-chlorophenyl)-6-(4-chlorophenyl)-3-methyl-2-oxo-1-(pentan-3-yl)piperidin-3-yl)-3-oxobutanoate), O.NN (hydrazine monohydrate). The solvent is C(C)O (ethanol). Conditions: temperature 65 celsius. Product: ClC=1C=C(C=CC1)[C@H]1C[C@](C(N([C@@H]1C1=CC=C(C=C1)Cl)C(CC)CC)=O)(C)CC1=CC(=NN1)O ((3R,5R,6S)-5-(3-chlorophenyl)-6-(4-chlorophenyl)-3-((3-hydroxy-1H-pyrazol-5-yl)methyl)-3-methyl-1-(pentan-3-yl)piperidin-2-one). RXN SMILES: [Cl:1][C:2]1[CH:3]=[C:4]([C@@H:8]2[C@@H:13]([C:14]3[CH:19]=[CH:18][C:17]([Cl:20])=[CH:16][CH:15]=3)[N:12]([CH:21]([CH2:24][CH3:25])[CH2:22][CH3:23])[C:11](=[O:26])[C@:10]([CH2:28][C:29](=O)[CH2:30][C:31](OCC)=[O:32])([CH3:27])[CH2:9]2)[CH:5]=[CH:6][CH:7]=1.O.[NH2:38][NH2:39]>C(O)C>[Cl:1][C:2]1[CH:3]=[C:4]([C@@H:8]2[C@@H:13]([C:14]3[CH:19]=[CH:18][C:17]([Cl:20])=[CH:16][CH:15]=3)[N:12]([CH:21]([CH2:22][CH3:23])[CH2:24][CH3:25])[C:11](=[O:26])[C@:10]([CH2:28][C:29]3[NH:39][N:38]=[C:31]([OH:32])[CH:30]=3)([CH3:27])[CH2:9]2)[CH:5]=[CH:6][CH:7]=1 |f:1.2|. Procedure details: To a solution of 42 mg (0.08 mmol) of ethyl 4-((3R,5R,6S)-5-(3-chlorophenyl)-6-(4-chlorophenyl)-3-methyl-2-oxo-1-(pentan-3-yl)piperidin-3-yl)-3-oxobutanoate (Example 79, Step B) in ethanol (4 mL) was added 36 μL (0.48 mmol) hydrazine monohydrate (64-65% weight percent hydrazine). The resulting colorless solution was heated at 65° C. for 3.5 h, and then was concentrated under reduced pressure. Purification of the residue by reversed phase prep. HPLC (Sunfire Prep C18 OBD 10 μm column, gradient el... Starting materials: CC(C)(C)OC(=O)OC(C)(C)C, CN(C)c1ccncc1, ClCCl, CCOC(=O)Cc1cc2ccccc2[nH]1. The product is CCOC(=O)Cc1cc2ccccc2n1C(=O)OC(C)(C)C. As a reaction SMILES: [C:16]([O:17][C:18]([CH3:19])([CH3:20])[CH3:21])([O:22][C:24]([CH3:25])([CH3:26])[CH3:27])=[O:23].[CH3:31][N:32]([CH3:33])[c:34]1[cH:35][cH:36][n:37][cH:38][cH:39]1.[Cl:28][CH2:29][Cl:30].[nH:1]1[c:2]([CH2:10][C:11](=[O:12])[O:13][CH2:14][CH3:15])[cH:3][c:4]2[cH:5][cH:6][cH:7][cH:8][c:9]12>>[n:1]1([C:16]([O:17][C:18]([CH3:19])([CH3:20])[CH3:21])=[O:22])[c:2]([CH2:10][C:11](=[O:12])[O:13][CH2:14][CH3:15])[cH:3][c:4]2[cH:5][cH:6][cH:7][cH:8][c:9]12. Starting materials: C(C)OC(C(C#N)N)=O (2-amino-2-cyanoacetic acid ethyl ester), N1=CC=CC=C1 (pyridine), C(C1=CC=CC=C1)OC(=O)Cl (benzyloxycarbonyl chloride). Run in O (water). Run at time 1 hour. Product: C(C)OC(C(C#N)NC(=O)OCC1=CC=CC=C1)=O (2-benzyloxycarbonylamino-2-cyanoacetic acid ethyl ester). The yield is 60.0%. RXN SMILES: [CH2:1]([O:3][C:4](=[O:9])[CH:5]([NH2:8])[C:6]#[N:7])[CH3:2].N1C=CC=CC=1.[CH2:16]([O:23][C:24](Cl)=[O:25])[C:17]1[CH:22]=[CH:21][CH:20]=[CH:19][CH:18]=1>O>[CH2:1]([O:3][C:4](=[O:9])[CH:5]([NH:8][C:24]([O:23][CH2:16][C:17]1[CH:22]=[CH:21][CH:20]=[CH:19][CH:18]=1)=[O:25])[C:6]#[N:7])[CH3:2]. Procedure details: To a stirred mixture of 2-amino-2-cyanoacetic acid ethyl ester (19.7 g) and pyridine (12.2 g) in water (123 ml) was added portionwise benzyloxycarbonyl chloride (27.9 g) under ice cooling. The resulting mixture was stirred under ice cooling for 1 hour. Precipitated crystals were collected, washed thoroughly with water, and recrystallized from ethanol to give the title compound (24.2 g, 60.2%) as colorless crystals, mp 111°-112° C. Reported procedure: To 1-(4-dimethylaminomethylbenzoyl)-4-(2-naphthalenesulfonyl)piperazine (42 mg) was added 4 N hydrochloric acid in ethyl acetate solution (1 ml), and the precipitated hydrochlorides were filtered to give the title compound (40 mg). RXN SMILES: [CH3:1][N:2]([CH2:4][C:5]1[CH:31]=[CH:30][C:8]([C:9]([N:11]2[CH2:16][CH2:15][N:14]([S:17]([C:20]3[CH:29]=[CH:28][C:27]4[C:22](=[CH:23][CH:24]=[CH:25][CH:26]=4)[CH:21]=3)(=[O:19])=[O:18])[CH2:13][CH2:12]2)=[O:10])=[CH:7][CH:6]=1)[CH3:3].[ClH:32]>C(OCC)(=O)C>[ClH:32].[CH3:3][N:2]([CH2:4][C:5]1[CH:31]=[CH:30][C:8]([C:9]([N:11]2[CH2:12][CH2:13][N:14]([S:17]([C:20]3[CH:29]=[CH:28][C:27]4[C:22](=[CH:23][CH:24]=[CH:25][CH:26]=4)[CH:21]=3)(=[O:18])=[O:19])[CH2:15][CH2:16]2)=[O:10])=[CH:7][CH:6]=1)[CH3:1] |f:3.4|. Starting materials: CN(C)CC1=CC=C(C(=O)N2CCN(CC2)S(=O)(=O)C2=CC3=CC=CC=C3C=C2)C=C1 (1-(4-dimethylaminomethylbenzoyl)-4-(2-naphthalenesulfonyl)piperazine), Cl (hydrochloric acid). The solvent is C(C)(=O)OCC (ethyl acetate). Product: Cl.CN(C)CC1=CC=C(C(=O)N2CCN(CC2)S(=O)(=O)C2=CC3=CC=CC=C3C=C2)C=C1 (1-(4-Dimethylaminomethylbenzoyl)-4-(2-naphthalenesulfonyl)piperazine hydrochloride). Reactants: C1CCOC1, Fc1ncccc1C1=CCOCCC1, Fc1ncccc1C1=CCCOCC1, [Pd]. Product: Fc1ncccc1C1CCCOCC1. RXN SMILES: [CH2:29]1[O:30][CH2:31][CH2:32][CH2:33]1.[F:15][c:16]1[c:17]([C:18]2=[CH:19][CH2:20][O:21][CH2:22][CH2:23][CH2:24]2)[cH:25][cH:26][cH:27][n:28]1.[F:1][c:2]1[n:3][cH:4][cH:5][cH:6][c:7]1[C:8]1=[CH:14][CH2:13][CH2:12][O:11][CH2:10][CH2:9]1.[Pd:34]>>[F:1][c:2]1[n:3][cH:4][cH:5][cH:6][c:7]1[CH:8]1[CH2:9][CH2:10][O:11][CH2:12][CH2:13][CH2:14]1.